Dataset: the Open Reaction Database (ORD), a public repository of structured organic reaction records. Task: describe an organic reaction: reactants, conditions, products, and yield Reactants: CC(C)OC=1C=C(C=CC1OC)C(CC(=O)O)N1C(C=2C(C1=O)=CC=CC2)=O (3-{3-(2-propoxy)-4-methoxyphenyl}-3-phthalimidopropanoic acid), C(=O)(N1C=NC=C1)N1C=NC=C1 (carbonyldiimidazole), Cl.NO (hydroxylamine hydrochloride). Solvent: O1CCCC1 (tetrahydrofuran). The product is ONC(CC(N1C(C=2C(C1=O)=CC=CC2)=O)C2=CC(=C(C=C2)OC)OC(C)C)=O (N-hydroxy-3-{3-(2-propoxy)-4-methoxyphenyl}-3-phthalimidopropionamide). Isolated yield 68.5%. Reaction SMILES: [CH3:1][CH:2]([O:4][C:5]1[CH:6]=[C:7]([CH:13]([N:18]2[C:22](=[O:23])[C:21]3=[CH:24][CH:25]=[CH:26][CH:27]=[C:20]3[C:19]2=[O:28])[CH2:14][C:15](O)=[O:16])[CH:8]=[CH:9][C:10]=1[O:11][CH3:12])[CH3:3].C(N1C=CN=C1)(N1C=CN=C1)=O.Cl.[NH2:42][OH:43]>O1CCCC1>[OH:43][NH:42][C:15](=[O:16])[CH2:14][CH:13]([C:7]1[CH:8]=[CH:9][C:10]([O:11][CH3:12])=[C:5]([O:4][CH:2]([CH3:3])[CH3:1])[CH:6]=1)[N:18]1[C:22](=[O:23])[C:21]2=[CH:24][CH:25]=[CH:26][CH:27]=[C:20]2[C:19]1=[O:28] |f:2.3|. Procedure: N-Hydroxy-3-{3-(2-propoxy)-4-methoxyphenyl}-3-phthalimidopropionamide was prepared by the procedure of Example 1 from 3-{3-(2-propoxy)-4-methoxyphenyl}-3-phthalimidopropanoic acid (2.0 g, 5.2 mmol), carbonyldiimidazole (1.02 g, 6.29 mmol), and hydroxylamine hydrochloride (481 mg, 6.92 mmol) in tetrahydrofuran (10 mL) to afford N-hydroxy-3-{3-(2-propoxy)-4-methoxyphenyl}-3-phthalimidopropionamide as a white solid (1.42 g, 68% yield): mp, 119.0–121.0° C.; 1H NMR (DMSO-d6) δ 1.24 (d, J=6.0 Hz, 3H, ... The reactants are CC(C)(C)OC(=O)Nc1ccc(B2OC(C)(C)C(C)(C)O2)cc1[N+](=O)[O-], CCOC(C)=O, Clc1ccc(OC2CN3CCC2CC3)nn1, C1COCCO1, CN(C)C=O, O=C(C=Cc1ccccc1)C=Cc1ccccc1, O=C(C=Cc1ccccc1)C=Cc1ccccc1, O=C(C=Cc1ccccc1)C=Cc1ccccc1, [Pd], [Pd]. The product is CC(C)(C)OC(=O)Nc1ccc(-c2ccc(OC3CN4CCC3CC4)nn2)cc1[N+](=O)[O-]. RXN SMILES: [C:17]([CH3:18])([CH3:19])([CH3:20])[O:21][C:22]([NH:23][c:24]1[c:25]([N+:39](=[O:40])[O-:41])[cH:26][c:27]([B:30]2[O:31][C:32]([CH3:33])([CH3:34])[C:35]([CH3:36])([CH3:37])[O:38]2)[cH:28][cH:29]1)=[O:42].[CH3:54][CH2:55][O:56][C:57]([CH3:58])=[O:59].[Cl:1][c:2]1[cH:3][cH:4][c:5]([O:8][CH:9]2[CH2:10][N:11]3[CH2:12][CH2:13][CH:14]2[CH2:15][CH2:16]3)[n:6][n:7]1.[O:43]1[CH2:44][CH2:45][O:46][CH2:47][CH2:48]1.[O:49]=[CH:50][N:51]([CH3:52])[CH3:53].[O:62]=[C:63]([CH:64]=[CH:65][c:66]1[cH:67][cH:68][cH:69][cH:70][cH:71]1)[CH:72]=[CH:73][c:74]1[cH:75][cH:76][cH:77][cH:78][cH:79]1.[O:80]=[C:81]([CH:82]=[CH:83][c:84]1[cH:85][cH:86][cH:87][cH:88][cH:89]1)[CH:90]=[CH:91][c:92]1[cH:93][cH:94][cH:95][cH:96][cH:97]1.[O:98]=[C:99]([CH:100]=[CH:101][c:102]1[cH:103][cH:104][cH:105][cH:106][cH:107]1)[CH:108]=[CH:109][c:110]1[cH:111][cH:112][cH:113][cH:114][cH:115]1.[Pd:60].[Pd:61]>>[c:2]1(-[c:27]2[cH:26][c:25]([N+:39](=[O:40])[O-:41])[c:24]([NH:23][C:22]([O:21][C:17]([CH3:18])([CH3:19])[CH3:20])=[O:42])[cH:29][cH:28]2)[cH:3][cH:4][c:5]([O:8][CH:9]2[CH2:10][N:11]3[CH2:12][CH2:13][CH:14]2[CH2:15][CH2:16]3)[n:6][n:7]1. Starting materials: ClC=1C=C2C(CN(CC2=C(C1)Cl)C)C1=C(C=CC=C1)NC([C@@H]([C@H]([C@@H]([C@@H](CO)O)O)O)O)=O (N-[2-(6,8-dichloro-2-methyl-1,2,3,4-tetrahydroisoquinolin-4-yl)phenyl]-(2R,3S,4R,5R)-2,3,4,5,6-pentahydroxyhexanamide), ClC=1C=C2C(CN(CC2=C(C1)Cl)C)C1=C(C=CC=C1)NC([C@@H]([C@H]([C@@H]([C@@H](CO)O)O)O)O)=O (N-[2-(6,8-dichloro-2-methyl-1,2,3,4-tetrahydroisoquinolin-4-yl)phenyl]-(2R,3S,4R,5R)-2,3,4,5,6-pentahydroxyhexanamide), N(=C=O)CC(=O)OCC (ethyl isocyanatoacetate). The product is Cl.ClC=1C=C2C(CN(CC2=C(C1)Cl)C)C1=C(C=CC=C1)NC(NCC(=O)OCC)=O (Ethyl {3-[2-(6,8-dichloro-2-methyl-1,2,3,4-tetrahydroisoquinolin-4-yl)-phenyl]ureido}acetate hydrochloride). RXN SMILES: [Cl:1][C:2]1[CH:3]=[C:4]2[C:9](=[C:10]([Cl:12])[CH:11]=1)[CH2:8][N:7]([CH3:13])[CH2:6][CH:5]2[C:14]1[CH:19]=[CH:18][CH:17]=[CH:16][C:15]=1[NH:20][C:21](=[O:32])[C@H](O)[C@@H](O)[C@H](O)[C@H](O)CO.[N:33]([CH2:36][C:37]([O:39][CH2:40][CH3:41])=[O:38])=C=O>>[ClH:1].[Cl:1][C:2]1[CH:3]=[C:4]2[C:9](=[C:10]([Cl:12])[CH:11]=1)[CH2:8][N:7]([CH3:13])[CH2:6][CH:5]2[C:14]1[CH:19]=[CH:18][CH:17]=[CH:16][C:15]=1[NH:20][C:21](=[O:32])[NH:33][CH2:36][C:37]([O:39][CH2:40][CH3:41])=[O:38] |f:2.3|. Reported procedure: In a similar manner to example 34, 2-(6,8-dichloro-2-methyl-1,2,3,4-tetrahydro-isoquinolin-4-yl)phenylamine (example 3, intermediate 5) and ethyl isocyanatoacetate were reacted. The reactants are O=P(Cl)(Cl)Cl, CC(=O)NCCn1cccc1. Product: CC1=NCCn2cccc21. Reaction SMILES: [P:12]([Cl:13])([Cl:14])([Cl:15])=[O:16].[n:1]1([CH2:6][CH2:7][NH:8][C:9]([CH3:10])=[O:11])[cH:2][cH:3][cH:4][cH:5]1>>[n:1]12[c:2]([cH:3][cH:4][cH:5]1)[C:9]([CH3:10])=[N:8][CH2:7][CH2:6]2. Starting materials: BrCCCCBr, CCC(C)=O, COC(=O)c1ccc(O)cc1. Product: COC(=O)c1ccc(OCCCCBr)cc1. Reaction SMILES: [Br:1][CH2:2][CH2:3][CH2:4][CH2:5][Br:6].[CH3:18][C:19](=[O:20])[CH2:21][CH3:22].[OH:7][c:8]1[cH:9][cH:10][c:11]([C:12](=[O:13])[O:14][CH3:15])[cH:16][cH:17]1>>[Br:1][CH2:2][CH2:3][CH2:4][CH2:5][O:7][c:8]1[cH:9][cH:10][c:11]([C:12](=[O:13])[O:14][CH3:15])[cH:16][cH:17]1. Reactants: Brc1ccsc1, CCCCn1nnc2cc(C=O)ccc21, [Li]CCCC, CCCCCC, CCOCC, O. Product: CCCCn1nnc2cc(C(O)c3ccsc3)ccc21. Reaction SMILES: [Br:1][c:2]1[cH:3][s:4][cH:5][cH:6]1.[CH2:12]([CH2:13][CH2:14][CH3:15])[n:16]1[n:17][n:18][c:19]2[c:20]1[cH:21][cH:22][c:23]([CH:25]=[O:26])[cH:24]2.[CH2:7]([Li:8])[CH2:9][CH2:10][CH3:11].[CH3:28][CH2:29][CH2:30][CH2:31][CH2:32][CH3:33].[O:34]([CH2:35][CH3:36])[CH2:37][CH3:38].[OH2:27]>>[c:2]1([CH:25]([c:23]2[cH:22][cH:21][c:20]3[n:16]([CH2:12][CH2:13][CH2:14][CH3:15])[n:17][n:18][c:19]3[cH:24]2)[OH:26])[cH:3][s:4][cH:5][cH:6]1.